This data is from the Open Reaction Database (ORD), a public repository of structured organic reaction records. The task is: describe an organic reaction: reactants, conditions, products, and yield As a reaction SMILES: [NH2:1][C:2]1[CH:7]=[CH:6][C:5]([Cl:8])=[CH:4][C:3]=1[C:9]([C:11]1[CH:16]=[CH:15][CH:14]=[C:13]([CH3:17])[N:12]=1)=[O:10].[CH3:18][C:19]([C:26]1[CH:31]=[CH:30][C:29]([S:32](Cl)(=[O:34])=[O:33])=[CH:28][CH:27]=1)([C:21]1[O:22][CH:23]=[CH:24][N:25]=1)[CH3:20]>>[Cl:8][C:5]1[CH:6]=[CH:7][C:2]([NH:1][S:32]([C:29]2[CH:28]=[CH:27][C:26]([C:19]([CH3:20])([C:21]3[O:22][CH:23]=[CH:24][N:25]=3)[CH3:18])=[CH:31][CH:30]=2)(=[O:33])=[O:34])=[C:3]([C:9]([C:11]2[CH:16]=[CH:15][CH:14]=[C:13]([CH3:17])[N:12]=2)=[O:10])[CH:4]=1. Reactants: NC1=C(C=C(C=C1)Cl)C(=O)C1=NC(=CC=C1)C ((2-Amino-5-chloro-phenyl)-(6-methyl-pyridin-2-yl)-methanone), CC(C)(C=1OC=CN1)C1=CC=C(C=C1)S(=O)(=O)Cl (4-(1-methyl-1-oxazol-2-yl-ethyl)-benzenesulfonyl chloride), N-aryl-benzenesulfonamides. Procedure: The title compound was prepared from (2-Amino-5-chloro-phenyl)-(6-methyl-pyridin-2-yl)-methanone and 4-(1-methyl-1-oxazol-2-yl-ethyl)-benzenesulfonyl chloride following the general procedure described for the preparation of N-aryl-benzenesulfonamides. MS: m/z 496 (M++1). Product: ClC1=CC(=C(C=C1)NS(=O)(=O)C1=CC=C(C=C1)C(C)(C=1OC=CN1)C)C(=O)C1=NC(=CC=C1)C (N-[4-Chloro-2-(6-methyl-pyridine-2-carbonyl)-phenyl]-4-(1-methyl-1-oxazol-2-yl-ethyl)-benzenesulfonamide). Reactants: C(C1=CC=CC=C1)OC1=C(C=CC(=C1)\C=C\C1NCC2=CC=CC=C2C1)N1CC(N(S1(=O)=O)CC[Si](C)(C)C)=O (5-{2-benzyloxy-4-[(E)-2-(1,2,3,4-tetrahydroisoquinolin-3-yl)-vinyl]-phenyl}-1,1-dioxo-2-(2-trimethylsilanylethyl)-1,2,5-thiadiazolidin-3-one), C(C1=CC=CC=C1)S(=O)(=O)Cl (benzylsulfonyl chloride). Yields the product OC1=C(C=CC(=C1)CCC1N(CC2=CC=CC=C2C1)S(=O)(=O)CC1=CC=CC=C1)N1CC(NS1(=O)=O)=O (5-{2-Hydroxy-4-[2-(2-phenylmethanesulfonyl-1,2,3,4-tetrahydroisoquinolin-3-yl)-ethyl]-phenyl}-1,1-dioxo-1,2,5-thiadiazolidin-3-one). Reaction SMILES: C([O:8][C:9]1[CH:14]=[C:13](/[CH:15]=[CH:16]/[CH:17]2[CH2:26][C:25]3[C:20](=[CH:21][CH:22]=[CH:23][CH:24]=3)[CH2:19][NH:18]2)[CH:12]=[CH:11][C:10]=1[N:27]1[S:31](=[O:33])(=[O:32])[N:30](CC[Si](C)(C)C)[C:29](=[O:40])[CH2:28]1)C1C=CC=CC=1.[CH2:41]([S:48](Cl)(=[O:50])=[O:49])[C:42]1[CH:47]=[CH:46][CH:45]=[CH:44][CH:43]=1>>[OH:8][C:9]1[CH:14]=[C:13]([CH2:15][CH2:16][CH:17]2[CH2:26][C:25]3[C:20](=[CH:21][CH:22]=[CH:23][CH:24]=3)[CH2:19][N:18]2[S:48]([CH2:41][C:42]2[CH:47]=[CH:46][CH:45]=[CH:44][CH:43]=2)(=[O:50])=[O:49])[CH:12]=[CH:11][C:10]=1[N:27]1[S:31](=[O:33])(=[O:32])[NH:30][C:29](=[O:40])[CH2:28]1. Procedure: The title compound is prepared from 5-{2-benzyloxy-4-[(E)-2-(1,2,3,4-tetrahydroisoquinolin-3-yl)-vinyl]-phenyl}-1,1-dioxo-2-(2-trimethylsilanylethyl)-1,2,5-thiadiazolidin-3-one and benzylsulfonyl chloride analogous to Example 200, steps F, G and H: (M−1)−=492. Reactants: C=CC1COCCO1, COc1ccc2cc(Br)ccc2c1, P, [Pd]. Product: COc1ccc2cc(C=CC3COCCO3)ccc2c1. RXN SMILES: [CH2:14]1[O:15][CH:16]([CH:17]=[CH2:18])[CH2:19][O:20][CH2:21]1.[CH3:1][O:2][c:3]1[cH:4][c:5]2[cH:6][cH:7][c:8]([Br:13])[cH:9][c:10]2[cH:11][cH:12]1.[PH3:22].[Pd:23]>>[CH3:1][O:2][c:3]1[cH:4][c:5]2[cH:6][cH:7][c:8]([CH:18]=[CH:17][CH:16]3[O:15][CH2:14][CH2:21][O:20][CH2:19]3)[cH:9][c:10]2[cH:11][cH:12]1.